From a dataset of the Open Reaction Database (ORD), a public repository of structured organic reaction records. describe an organic reaction: reactants, conditions, products, and yield The reactants are COc1ccc(CNS(=O)(=O)C(C)C)cc1, O=[N+]([O-])c1ccc(F)cc1F, [H-], [Na+], C1CCOC1. The product is COc1ccc(CN(c2cc(F)ccc2[N+](=O)[O-])S(=O)(=O)C(C)C)cc1. Reaction SMILES: [CH:3]([CH3:4])([CH3:5])[S:6](=[O:7])(=[O:8])[NH:9][CH2:10][c:11]1[cH:12][cH:13][c:14]([O:17][CH3:18])[cH:15][cH:16]1.[F:19][c:20]1[c:21]([N+:27](=[O:28])[O-:29])[cH:22][cH:23][c:24]([F:26])[cH:25]1.[H-:1].[Na+:2].[O:30]1[CH2:31][CH2:32][CH2:33][CH2:34]1>>[CH:3]([CH3:4])([CH3:5])[S:6](=[O:7])(=[O:8])[N:9]([CH2:10][c:11]1[cH:12][cH:13][c:14]([O:17][CH3:18])[cH:15][cH:16]1)[c:20]1[c:21]([N+:27](=[O:28])[O-:29])[cH:22][cH:23][c:24]([F:26])[cH:25]1.